Task: describe an organic reaction: reactants, conditions, products, and yield. Dataset: the Open Reaction Database (ORD), a public repository of structured organic reaction records Starting materials: O (Water), BrC1=CC(=C(C=C1)C(=O)C1=C(C=CC=C1)C(OCC)OCC)ON=C(C)C ((4-bromo-2-(propan-2-ylideneaminooxy)phenyl)(2-(diethoxymethyl)phenyl)methanone), BrC1=CC(=C(C=C1)C(=O)C1=C(C=CC=C1)C(OCC)OCC)ON=C(C)C ((4-bromo-2-(propan-2-ylideneaminooxy)phenyl)(2-(diethoxymethyl)phenyl)methanone), Cl (hydrochloric acid). Run in C(C)O (ethanol). Reaction conditions: temperature 70 celsius, time 20 minute. Yields the product BrC1=CC2=C(C(=NO2)C2=C(C=O)C=CC=C2)C=C1 (2-(6-bromobenzo[d]isoxazol-3-yl)benzaldehyde). Yield: 95.8%. As a reaction SMILES: [Br:1][C:2]1[CH:7]=[CH:6][C:5]([C:8]([C:10]2[CH:15]=[CH:14][CH:13]=[CH:12][C:11]=2[CH:16](OCC)[O:17]CC)=O)=[C:4]([O:23][N:24]=C(C)C)[CH:3]=1.Cl.O>C(O)C>[Br:1][C:2]1[CH:7]=[CH:6][C:5]2[C:8]([C:10]3[CH:15]=[CH:14][CH:13]=[CH:12][C:11]=3[CH:16]=[O:17])=[N:24][O:23][C:4]=2[CH:3]=1. Procedure: To a stirred solution of (4-bromo-2-(propan-2-ylideneaminooxy)phenyl)(2-(diethoxymethyl)phenyl)methanone (Compound 3a) (18 g) in ethanol (50 mL) at 70° C. was added 2M hydrochloric acid (25 mL). The mixture was stirred at 70° C. for 20 min forming a thick suspension. Water (500 mL) was added and the resultant solid filtered off and dried in vacuo at 50° C. to give the title compound (12 g). Reactants: C(#N)C=1C(=NC(=CC1)N1N=CC=2C=NC(=CC21)C2=NC(=CN=C2)C)N2C[C@H](CCC2)NC(OC(C)(C)C)=O (tert-butyl N-[(3S)-1-[3-cyano-6-[6-(6-methylpyrazin-2-yl)pyrazolo[4,3-c]pyridin-1-yl]-2-pyridyl]-3-piperidyl]carbamate), C(=O)(C(F)(F)F)O (TFA). Solvent: ClCCl (dichloromethane). Reaction conditions: time 4 hour. Yields the product N[C@@H]1CN(CCC1)C1=C(C#N)C=CC(=N1)N1N=CC=2C=NC(=CC21)C2=NC(=CN=C2)C ((S)-2-(3-aminopiperidin-1-yl)-6-(6-(6-methylpyrazin-2-yl)-1H-pyrazolo[4,3-c]pyridin-1-yl)nicotinonitrile). Reaction SMILES: [C:1]([C:3]1[C:4]([N:25]2[CH2:30][CH2:29][CH2:28][C@H:27]([NH:31]C(=O)OC(C)(C)C)[CH2:26]2)=[N:5][C:6]([N:9]2[C:17]3[CH:16]=[C:15]([C:18]4[CH:23]=[N:22][CH:21]=[C:20]([CH3:24])[N:19]=4)[N:14]=[CH:13][C:12]=3[CH:11]=[N:10]2)=[CH:7][CH:8]=1)#[N:2].C(O)(C(F)(F)F)=O>ClCCl>[NH2:31][C@H:27]1[CH2:28][CH2:29][CH2:30][N:25]([C:4]2[N:5]=[C:6]([N:9]3[C:17]4[CH:16]=[C:15]([C:18]5[CH:23]=[N:22][CH:21]=[C:20]([CH3:24])[N:19]=5)[N:14]=[CH:13][C:12]=4[CH:11]=[N:10]3)[CH:7]=[CH:8][C:3]=2[C:1]#[N:2])[CH2:26]1. Procedure: To a solution of tert-butyl N-[(3S)-1-[3-cyano-6-[6-(6-methylpyrazin-2-yl)pyrazolo[4,3-c]pyridin-1-yl]-2-pyridyl]-3-piperidyl]carbamate (0.4859 mmol; 248.6 mg) in dichloromethane (8 mL) was added TFA (2 mL). The resulting mixture was stirred at room temperature for 4 hours. The mixture was concentrated and the residue was purified by reverse phase HPLC to afford 201 was obtained as an off-white solid (361.6 mg, 18%). 1H NMR (400 MHz, DMSO) δ 9.61-9.55 (s, 1H), 9.48-9.44 (s, 1H), 9.37-9.33 (s, 1H...